From a dataset of the Open Reaction Database (ORD), a public repository of structured organic reaction records. describe an organic reaction: reactants, conditions, products, and yield The reactants are solution, C(#N)C1=C(C=CC=C1)CN1C2=C(CCC3=C1C=CC=C3)C=CC=C2 (5-(2-Cyanophenyl)methyl-10,11-dihydro-5H-dibenz[b,f]azepine), CN(C)C=O (DMF), P(=O)(Cl)(Cl)Cl (phosphorus oxychloride), CN(C)C=O (DMF). Reaction conditions: temperature 70 celsius, time 6 hour. The product is C(=O)C1=CC2=C(N(C3=C(CC2)C=CC=C3)CC3=C(C=CC=C3)C#N)C=C1 (2-Formyl-5-(2-cyanophenyl)methyl-10,11-dihydro-5H-dibenz[b,f]azepine). The yield is 75.0%. RXN SMILES: P(Cl)(Cl)(Cl)=O.[C:6]([C:8]1[CH:13]=[CH:12][CH:11]=[CH:10][C:9]=1[CH2:14][N:15]1[C:21]2[CH:22]=[CH:23][CH:24]=[CH:25][C:20]=2[CH2:19][CH2:18][C:17]2[CH:26]=[CH:27][CH:28]=[CH:29][C:16]1=2)#[N:7].CN([CH:33]=[O:34])C>>[CH:33]([C:24]1[CH:23]=[CH:22][C:21]2[N:15]([CH2:14][C:9]3[CH:10]=[CH:11][CH:12]=[CH:13][C:8]=3[C:6]#[N:7])[C:16]3[CH:29]=[CH:28][CH:27]=[CH:26][C:17]=3[CH2:18][CH2:19][C:20]=2[CH:25]=1)=[O:34]. Procedure: DMF (5 ml) was added dropwise to 5 ml of phosphorus oxychloride with cooling. To the solution was added dropwise 40 ml of a solution of 7.0 g of Compound 37-a in DMF, followed by stirring at 70° C. for 6 hours. The reaction mixture was poured onto ice, and extracted with ethyl acetate. The organic layer was washed with a saturated aqueous solution of sodium chloride and dried over anhydrous magnesium sulfate. The solvent was distilled off under reduced pressure, and the residue was purified by s... The reactants are O=S1(N(CCC1)C(C)(C)C1=CC=C(C(=O)O)C=C1)=O (4-[1-(1,1-dioxo-1λ6-isothiazolidin-2-yl)-1-methylethyl]benzoic acid), C(#N)C=1C(=NC=C(C1)C)N1CCNCC1 (4-(3-cyano-5-methylpyridin-2-yl)piperazine). The product is O=S1(N(CCC1)C(C)(C)C1=CC=C(C(=O)N2CCN(CC2)C2=C(C#N)C=C(C=N2)C)C=C1)=O (2-(4-{4-[1-(1,1-dioxo-1λ6-isothiazolidin-2-yl)-1-methylethyl]benzoyl}piperazin-1-yl)-5-methylnicotinonitrile). Isolated yield 79.7%. Reaction SMILES: [O:1]=[S:2]1(=[O:19])[CH2:6][CH2:5][CH2:4][N:3]1[C:7]([C:10]1[CH:18]=[CH:17][C:13]([C:14]([OH:16])=O)=[CH:12][CH:11]=1)([CH3:9])[CH3:8].[C:20]([C:22]1[C:23]([N:29]2[CH2:34][CH2:33][NH:32][CH2:31][CH2:30]2)=[N:24][CH:25]=[C:26]([CH3:28])[CH:27]=1)#[N:21]>>[O:19]=[S:2]1(=[O:1])[CH2:6][CH2:5][CH2:4][N:3]1[C:7]([C:10]1[CH:11]=[CH:12][C:13]([C:14]([N:32]2[CH2:33][CH2:34][N:29]([C:23]3[N:24]=[CH:25][C:26]([CH3:28])=[CH:27][C:22]=3[C:20]#[N:21])[CH2:30][CH2:31]2)=[O:16])=[CH:17][CH:18]=1)([CH3:8])[CH3:9]. Procedure details: Using 4-[1-(1,1-dioxo-1λ6-isothiazolidin-2-yl)-1-methylethyl]benzoic acid (100 mg) described in Preparation Example 39 and 4-(3-cyano-5-methylpyridin-2-yl)piperazine (51 mg) described in Preparation Example 107 and by the reaction and treatment in the same manner as in Example 87, the title compound (94 mg) was obtained. Reactants: CS(=O)(=O)O, CO, ClCCl, CC(O)Cc1cc2c(cc1C(=NNc1ncccn1)c1ccc([N+](=O)[O-])cc1)OCO2, [Na+], [OH-]. Yields the product CC1Cc2cc3c(cc2C(c2ccc([N+](=O)[O-])cc2)=NN1c1ncccn1)OCO3. RXN SMILES: [CH3:1][S:2]([OH:3])(=[O:4])=[O:5].[CH3:39][OH:40].[Cl:41][CH2:42][Cl:43].[N+:6](=[O:7])([O-:8])[c:9]1[cH:10][cH:11][c:12]([C:15]([c:16]2[c:17]([CH2:25][CH:26]([CH3:27])[OH:28])[cH:18][c:19]3[c:20]([cH:24]2)[O:21][CH2:22][O:23]3)=[N:29][NH:30][c:31]2[n:32][cH:33][cH:34][cH:35][n:36]2)[cH:13][cH:14]1.[Na+:38].[OH-:37]>>[N+:6](=[O:7])([O-:8])[c:9]1[cH:10][cH:11][c:12]([C:15]2=[N:29][N:30]([c:31]3[n:32][cH:33][cH:34][cH:35][n:36]3)[CH:26]([CH3:27])[CH2:25][c:17]3[c:16]2[cH:24][c:20]2[c:19]([cH:18]3)[O:23][CH2:22][O:21]2)[cH:13][cH:14]1. The product is CCC(C)N(C)C(=O)c1cc(-c2ccccc2)cc2ccccc12. Reaction SMILES: [CH3:24][NH:25][CH:26]([CH3:27])[CH2:28][CH3:29].[S:20]([Cl:21])([Cl:22])=[O:23].[c:1]1(-[c:7]2[cH:8][c:9]([C:17](=[O:18])[OH:19])[c:10]3[cH:11][cH:12][cH:13][cH:14][c:15]3[cH:16]2)[cH:2][cH:3][cH:4][cH:5][cH:6]1.[cH:30]1[cH:31][cH:32][n:33][cH:34][cH:35]1>>[c:1]1(-[c:7]2[cH:8][c:9]([C:17](=[O:18])[N:25]([CH3:24])[CH:26]([CH3:27])[CH2:28][CH3:29])[c:10]3[cH:11][cH:12][cH:13][cH:14][c:15]3[cH:16]2)[cH:2][cH:3][cH:4][cH:5][cH:6]1. Reactants: CCC(C)NC, O=S(Cl)Cl, O=C(O)c1cc(-c2ccccc2)cc2ccccc12, c1ccncc1.